From a dataset of the Open Reaction Database (ORD), a public repository of structured organic reaction records. describe an organic reaction: reactants, conditions, products, and yield Reactants: [Cl-] (chloride), CN(C=O)C (dimethylformamide), C(C)(C)OCC1(CCCCC1)C(=O)O (1-isopropyloxymethyl 1-cyclohexyl carboxylic acid). Run in C1=CC=CC=C1 (benzene). Product: C(C)(C)OCC1(CCCCC1)C(=O)N (1-isopropyloxymethyl-1-cyclohexyl-carboxamide). Reaction SMILES: [CH:1]([O:4][CH2:5][C:6]1([C:12]([OH:14])=O)[CH2:11][CH2:10][CH2:9][CH2:8][CH2:7]1)([CH3:3])[CH3:2].[Cl-].C[N:17](C)C=O>C1C=CC=CC=1>[CH:1]([O:4][CH2:5][C:6]1([C:12]([NH2:17])=[O:14])[CH2:11][CH2:10][CH2:9][CH2:8][CH2:7]1)([CH3:3])[CH3:2]. Procedure: 10 g of 1-isopropyloxymethyl 1-cyclohexyl carboxylic acid dissolved in 50 cm3 of benzene were heated under reflux for 5 hours together with 15 cm3 of thionyle chloride in the presence of 0.3 cm3 of dimethylformamide. The reactants are BrC1=CC=2C(C3=CC=C(C=C3C(C2C=C1)=O)Br)=O (2,6-dibromoanthraquinone), C(CCC)[Li] (Butyl lithium), [Sn](Cl)Cl (Tin (II) chloride), C(C)(C)[Si](C(C)C)(C(C)C)C#C (Triisopropylsilylacetylene). The solvent is O (water), C1CCOC1 (THF), Cl (HCl), CCCCCC (hexane). Run at time 2 hour. Yields the product BrC1=CC2=C(C3=CC=C(C=C3C(=C2C=C1)C#C[Si](C(C)C)(C(C)C)C(C)C)Br)C#C[Si](C(C)C)(C(C)C)C(C)C (2,6-dibromo-9,10-bis[(triisopropylsilyl)-ethynyl]anthracene). Isolated yield 81.8%. RXN SMILES: [CH:1]([Si:4]([C:11]#[CH:12])([CH:8]([CH3:10])[CH3:9])[CH:5]([CH3:7])[CH3:6])([CH3:3])[CH3:2].C([Li])[CH2:14][CH2:15][CH3:16].[Br:18][C:19]1[CH:32]=[CH:31][C:30]2[C:29](=O)[C:28]3[C:23](=[CH:24][CH:25]=[C:26]([Br:34])[CH:27]=3)[C:22](=O)[C:21]=2[CH:20]=1.[Sn](Cl)Cl>Cl.O.C1COCC1.CCCCCC>[Br:18][C:19]1[CH:32]=[CH:31][C:30]2[C:21](=[C:22]([C:2]#[C:1][Si:4]([CH:8]([CH3:10])[CH3:9])([CH:15]([CH3:16])[CH3:14])[CH:5]([CH3:7])[CH3:6])[C:23]3[C:28]([C:29]=2[C:12]#[C:11][Si:4]([CH:5]([CH3:6])[CH3:7])([CH:1]([CH3:3])[CH3:2])[CH:8]([CH3:10])[CH3:9])=[CH:27][C:26]([Br:34])=[CH:25][CH:24]=3)[CH:20]=1. Procedure details: Triisopropylsilylacetylene (12.32 g, 67.5 mmol) and dry hexane (140 mL) were added under a dry nitrogen blanket to an oven-dried round bottom flask (1 L). Butyl lithium (2.7 M in hexane, 14.5 mL, 39.2 mmol) was added dropwise under dry nitrogen through a syringe to the mixture. The mixture was stirred at room temperature for 2 hours. To this colorless solution, dry THF (300 mL) and 2,6-dibromoanthraquinone (5.49 g, 15.0 mmol) were added under dry nitrogen. The solution turned red immediately and... The reactants are CCOC(=O)Cl, CCOC(C)=O, CC(C)(C)OC(=O)NCCCCO, c1ccncc1. The product is CCOC(=O)OCCCCNC(=O)OC(C)(C)C. As a reaction SMILES: [C:20]([O:21][CH2:22][CH3:23])(=[O:24])[Cl:25].[CH3:26][CH2:27][O:28][C:29](=[O:30])[CH3:31].[OH:1][CH2:2][CH2:3][CH2:4][CH2:5][NH:6][C:7]([O:8][C:9]([CH3:10])([CH3:11])[CH3:12])=[O:13].[cH:14]1[cH:15][cH:16][n:17][cH:18][cH:19]1>>[O:1]([CH2:2][CH2:3][CH2:4][CH2:5][NH:6][C:7]([O:8][C:9]([CH3:10])([CH3:11])[CH3:12])=[O:13])[C:20]([O:21][CH2:22][CH3:23])=[O:24]. Reactants: CCOC(=O)Cc1cccc(N)c1, Cl, O=N[O-], [Na+]. Yields the product CCOC(=O)Cc1cccc(NN)c1, Cl. RXN SMILES: [CH2:1]([CH3:2])[O:3][C:4]([CH2:5][c:6]1[cH:7][c:8]([NH2:12])[cH:9][cH:10][cH:11]1)=[O:13].[ClH:18].[N:14]([O-:15])=[O:16].[Na+:17]>>[CH2:1]([CH3:2])[O:3][C:4]([CH2:5][c:6]1[cH:7][c:8]([NH:12][NH2:14])[cH:9][cH:10][cH:11]1)=[O:13].[ClH:18]. Reactants: CCOC(C)=O, CC(C)(C)OC(=O)NCCNS(=O)(=O)c1ccc(Cl)c([N+](=O)[O-])c1, COS(=O)(=O)OC, CCCCCC, CO, CCOC(C)=O, [Na+], [OH-], O. Product: CN(CCNC(=O)OC(C)(C)C)S(=O)(=O)c1ccc(Cl)c([N+](=O)[O-])c1. Reaction SMILES: [C:40]([O:41][CH2:42][CH3:43])(=[O:44])[CH3:45].[C:8]([CH3:9])([CH3:10])([CH3:11])[O:12][C:13](=[O:14])[NH:15][CH2:16][CH2:17][NH:18][S:19](=[O:20])(=[O:21])[c:22]1[cH:23][c:24]([N+:29](=[O:30])[O-:31])[c:25]([Cl:28])[cH:26][cH:27]1.[CH3:1][O:2][S:3]([O:4][CH3:5])(=[O:6])=[O:7].[CH3:34][CH2:35][CH2:36][CH2:37][CH2:38][CH3:39].[CH3:46][OH:47].[CH3:49][CH2:50][O:51][C:52](=[O:53])[CH3:54].[Na+:33].[OH-:32].[OH2:48]>>[CH3:1][N:18]([CH2:17][CH2:16][NH:15][C:13]([O:12][C:8]([CH3:9])([CH3:10])[CH3:11])=[O:14])[S:19](=[O:20])(=[O:21])[c:22]1[cH:23][c:24]([N+:29](=[O:30])[O-:31])[c:25]([Cl:28])[cH:26][cH:27]1. Yields the product O=C(O)c1ccncc1Nc1ccc(I)cc1F. RXN SMILES: [CH3:10][Si:11]([N-:12][Si:13]([CH3:14])([CH3:15])[CH3:16])([CH3:17])[CH3:18].[CH3:37][CH2:38][O:39][C:40](=[O:41])[CH3:42].[F:1][c:2]1[c:3]([NH2:9])[cH:4][cH:5][c:6]([I:8])[cH:7]1.[F:20][c:21]1[c:22]([C:23](=[O:24])[OH:25])[cH:26][cH:27][n:28][cH:29]1.[Li+:19].[Na+:31].[O:32]1[CH2:33][CH2:34][CH2:35][CH2:36]1.[OH-:30]>>[F:1][c:2]1[c:3]([NH:9][c:21]2[c:22]([C:23](=[O:24])[OH:25])[cH:26][cH:27][n:28][cH:29]2)[cH:4][cH:5][c:6]([I:8])[cH:7]1. Starting materials: C[Si](C)(C)[N-][Si](C)(C)C, CCOC(C)=O, Nc1ccc(I)cc1F, O=C(O)c1ccncc1F, [Li+], [Na+], C1CCOC1, [OH-].